From a dataset of the Open Reaction Database (ORD), a public repository of structured organic reaction records. describe an organic reaction: reactants, conditions, products, and yield Starting materials: CN(C)c1ccncc1, C=C(C(=O)O)C(C)C, C(=NC1CCCCC1)=NC1CCCCC1, OCc1ccccc1. The product is C=C(C(=O)OCc1ccccc1)C(C)C. RXN SMILES: [CH3:32][N:33]([CH3:34])[c:35]1[cH:36][cH:37][n:38][cH:39][cH:40]1.[CH:1]([CH3:2])([CH3:3])[C:4]([C:5](=[O:6])[OH:7])=[CH2:8].[CH:9]1([N:10]=[C:11]=[N:12][CH:13]2[CH2:14][CH2:15][CH2:16][CH2:17][CH2:18]2)[CH2:19][CH2:20][CH2:21][CH2:22][CH2:23]1.[OH:24][CH2:25][c:26]1[cH:27][cH:28][cH:29][cH:30][cH:31]1>>[CH:1]([CH3:2])([CH3:3])[C:4]([C:5](=[O:6])[O:7][CH2:25][c:26]1[cH:27][cH:28][cH:29][cH:30][cH:31]1)=[CH2:8]. The reactants are O=C(O)c1ccco1, Cc1ccc(N)c(C)c1. The reagents and catalysts are CN(C)[P+](N(C)C)(N(C)C)ON1C2=CC=CC=C2N=N1.F[P-](F)(F)(F)(F)F (BOP), CCN(C(C)C)C(C)C (DIPEA). Solvent: CN(C)C=O (DMF), CN(C)C=O (DMF), CN(C)C=O (DMF), CN(C)C=O (DMF), CN(C)C=O (DMF), CN(C)C=O (DMF). Conditions: temperature 25 celsius, time 2 hour. Yields the product Cc1ccc(NC(=O)c2ccco2)c(C)c1. The yield is 46.8%. Reaction SMILES: Cc1ccc(N)c(C)c1.O=C(O)c1ccco1.CN(C)[P+](N(C)C)(N(C)C)ON1C2=CC=CC=C2N=N1.F[P-](F)(F)(F)(F)F.CCN(C(C)C)C(C)C.CN(C)C=O>>Cc1ccc(NC(=O)c2ccco2)c(C)c1.